From a dataset of the Open Reaction Database (ORD), a public repository of structured organic reaction records. describe an organic reaction: reactants, conditions, products, and yield Starting materials: CN(/C=C/C=C/C=O)C1=CC=CC=C1 ((2E,4E)-5-(methyl(phenyl)amino)penta-2,4-dienal), C(CCC)N(C1=CC=CC=C1)CCCC (dibutylaniline), P(=O)(Cl)(Cl)Cl (phosphorus oxychloride), C(CCC)N(C1=CC=CC=C1)CCCC (dibutylaniline). Run in C1CCOC1 (THF), C1CCOC1 (THF), petroleum ether. Run at temperature 50 celsius, time 35 minute. The product is C(CCC)N(C1=CC=C(C=C1)/C=C/C=C/C=O)CCCC ((2E,4E)-5-(4-(dibutylamino)phenyl)penta-2,4-dienal). Yield: 13.0%. Reaction SMILES: CN(C1C=CC=CC=1)/[CH:3]=[CH:4]/[CH:5]=[CH:6]/[CH:7]=[O:8].[CH2:15]([N:19]([CH2:26][CH2:27][CH2:28][CH3:29])[C:20]1[CH:25]=[CH:24][CH:23]=[CH:22][CH:21]=1)[CH2:16][CH2:17][CH3:18].P(Cl)(Cl)(Cl)=O>C1COCC1>[CH2:15]([N:19]([CH2:26][CH2:27][CH2:28][CH3:29])[C:20]1[CH:25]=[CH:24][C:23](/[CH:3]=[CH:4]/[CH:5]=[CH:6]/[CH:7]=[O:8])=[CH:22][CH:21]=1)[CH2:16][CH2:17][CH3:18]. Procedure: To a solution of the vinylogous amide 2 (1.135 g, 6.06 mmol) and dibutylaniline (1.43 g) in dry THF (6 ml) at −20° C. was added a solution of phosphorus oxychloride (1.08 g, 1.17 eq.) and dibutylaniline (1.03 g, 1.98 eq. for the sum) in THF (3.6 ml) dropwise at such a rate as to keep the mixture between −10° C. and −20° C. Following the addition, the mixture was stirred at room temperature for 2 hours and at 50° C. for 35 minutes. To the reaction mixture (a dark blue-green oil) was added petrole... The reactants are ClC=1C=C(C=NC1)C(=O)OCC (ethyl 5-chloro-3-pyridinecarboxylate), ClC=1C=C(C=NC1Cl)C(=O)OCC (ethyl 5,6-dichloro-3-pyridinecarboxylate), [I-].[Na+] (sodium iodide), I[Si](C)(C)C (iodotrimethylsilane). Solvent: C(CC)#N (propionitrile). Reaction conditions: time 30 minute. The product is ClC=1C=C(C=NC1I)C(=O)OCC (Ethyl 5-chloro-6-iodo-3-pyridinecarboxylate). As a reaction SMILES: [Cl:1][C:2]1[CH:3]=[C:4]([C:9]([O:11][CH2:12][CH3:13])=[O:10])[CH:5]=[N:6][C:7]=1Cl.[I-].[Na+].[I:16][Si](C)(C)C.ClC1C=C(C(OCC)=O)C=NC=1>C(#N)CC>[Cl:1][C:2]1[CH:3]=[C:4]([C:9]([O:11][CH2:12][CH3:13])=[O:10])[CH:5]=[N:6][C:7]=1[I:16] |f:1.2|. Procedure details: To a solution of ethyl 5,6-dichloro-3-pyridinecarboxylate (1.00 g, 4.54 mmol) in propionitrile (30 ml) stirred under nitrogen at room temperature was added sodium iodide (2.044 g, 13.63 mmol) and iodotrimethylsilane (0.784 ml, 4.54 mmol). After stirring for 30 min, solvent was evaporated to dryness. The obtained brown oil was dissolved in water and pH was adjusted to basic with 2N NaOH. The aqueous phase was extracted with DCM, dried over anhydrous MgSO4 and concentrated under reduced pressure. ... Product: CC(C)C(C)(C)C(=O)CCc1ccc(Cl)cc1. Reactants: Cc1ccccc1, CC(C)C(C)(C)C(=O)C=Cc1ccc(Cl)cc1. Reaction SMILES: [CH3:18][c:19]1[cH:20][cH:21][cH:22][cH:23][cH:24]1.[Cl:1][c:2]1[cH:3][cH:4][c:5]([CH:8]=[CH:9][C:10]([C:11]([CH:12]([CH3:13])[CH3:14])([CH3:15])[CH3:16])=[O:17])[cH:6][cH:7]1>>[Cl:1][c:2]1[cH:3][cH:4][c:5]([CH2:8][CH2:9][C:10]([C:11]([CH:12]([CH3:13])[CH3:14])([CH3:15])[CH3:16])=[O:17])[cH:6][cH:7]1. Reactants: [BH4-].[Na+] (sodium borohydride), [Cl-].[NH4+] (ammonium chloride), CN(C)CC1C(CC(CC1)=O)(C1=CC(=CC=C1)OC)O (4-dimethylaminomethyl-3-hydroxy-3-(3-methoxyphenyl)cyclohexanone), [OH-].[Na+] (sodium hydroxide), crude product. The solvent is C(C)O (ethanol), O1CCCC1 (tetrahydrofuran), O1CCCC1 (tetrahydrofuran). Conditions: time 75 minute. Yields the product CN(C)CC1CCC(CC1(O)C1=CC(=CC=C1)OC)O ((1RS,3RS,6RS)-6-dimethylaminomethyl-1-(3-methoxyphenyl)-cyclohexane-1,3-diol). The yield is 99.4%. RXN SMILES: [CH3:1][N:2]([CH2:4][CH:5]1[CH2:10][CH2:9][C:8](=[O:11])[CH2:7][C:6]1([OH:20])[C:12]1[CH:17]=[CH:16][CH:15]=[C:14]([O:18][CH3:19])[CH:13]=1)[CH3:3].[BH4-].[Na+].[Cl-].[NH4+].[OH-].[Na+]>O1CCCC1.C(O)C>[CH3:3][N:2]([CH2:4][CH:5]1[C:6]([C:12]2[CH:17]=[CH:16][CH:15]=[C:14]([O:18][CH3:19])[CH:13]=2)([OH:20])[CH2:7][CH:8]([OH:11])[CH2:9][CH2:10]1)[CH3:1] |f:1.2,3.4,5.6|. Procedure details: A solution of 10 g (0.036 mol) of the crude product (IV) in 36.5 ml tetrahydrofuran was added dropwise at +2° C. with stirring to a solution of 1.36 g (0.036 mol, 1 equiv.) sodium borohydride in 15 ml ethanol and 36.5 ml tetrahydrofuran. Once the crude product solution had been completely added the mixture was then stirred for 60 to 90 minutes at +15° C. 25 ml aqueous ammonium chloride solution (10% w/w) were then added and alkalized with 5 ml sodium hydroxide solution (32%) to pH 12. After bein... The reactants are 30, ClC1=C(C=C(C=C1)C(C(C)C)=O)[N+](=O)[O-] (1-(4-chloro-3-nitrophenyl)-2-methyl-1-propanone), 20, CN (methanamine). The solvent is CO (methanol), CO (methanol). Conditions: temperature 60 celsius, time 12 hour. The product is 30, CC(C(=O)C1=CC(=C(C=C1)NC)[N+](=O)[O-])C (2-methyl-1-[4-(methylamino)-3-nitrophenyl]-1-propanone). The yield is 100.0%. As a reaction SMILES: Cl[C:2]1[CH:7]=[CH:6][C:5]([C:8](=[O:12])[CH:9]([CH3:11])[CH3:10])=[CH:4][C:3]=1[N+:13]([O-:15])=[O:14].[CH3:16][NH2:17]>CO>[CH3:10][CH:9]([CH3:11])[C:8]([C:5]1[CH:6]=[CH:7][C:2]([NH:17][CH3:16])=[C:3]([N+:13]([O-:15])=[O:14])[CH:4]=1)=[O:12]. Procedure: To a stirred solution of 30 parts of 1-(4-chloro-3-nitrophenyl)-2-methyl-1-propanone in 240 parts of methanol was added a solution of 20 parts of methanamine in 160 parts of methanol. After stirring for 12 hours at 60° C., the reaction mixture was evaporated to dry, yielding 30 parts (100%) of 2-methyl-1-[4-(methylamino)-3-nitrophenyl]-1-propanone as a residue (interm. 45). Reactants: OC1=C(OC2=CC(=CC(=C2C1=O)O)OS(=O)(=O)C(F)(F)F)C1=CC=CC=C1 (trifluoromethanesulfonic acid 3,5-dihydroxy-4-oxo-2-phenyl-4H-chromen-7-yl ester), N1CCOCC1 (morpholine), C1(=C(C=CC=C1)P(C(C)(C)C)C(C)(C)C)C1=CC=CC=C1 (biphenyl-2-yl-di-tert-butyl-phosphane), [O-]P(=O)([O-])[O-].[K+].[K+].[K+] (K3PO4). The reagents and catalysts are [Pd].[Pd].C(C1=CC=CC=C1)=CC(=O)C=CC1=CC=CC=C1.C(C1=CC=CC=C1)=CC(=O)C=CC1=CC=CC=C1.C(C1=CC=CC=C1)=CC(=O)C=CC1=CC=CC=C1 (tris(dibenzylideneacetone) dipalladium(0)). Solvent: C1CCOC1 (THF). Run at temperature 85 celsius, time 9 hour. Product: OC1=C(OC2=CC(=CC(=C2C1=O)O)N1CCOCC1)C1=CC=CC=C1 (3,5-dihydroxy-7-morpholin-4-yl-2-phenyl-chromen-4-one). Yield: 9.2%. As a reaction SMILES: [OH:1][C:2]1[C:11](=[O:12])[C:10]2[C:5](=[CH:6][C:7](OS(C(F)(F)F)(=O)=O)=[CH:8][C:9]=2[OH:13])[O:4][C:3]=1[C:22]1[CH:27]=[CH:26][CH:25]=[CH:24][CH:23]=1.[NH:28]1[CH2:33][CH2:32][O:31][CH2:30][CH2:29]1.C1(C2C=CC=CC=2)C=CC=CC=1P(C(C)(C)C)C(C)(C)C.[O-]P([O-])([O-])=O.[K+].[K+].[K+]>C1COCC1.[Pd].[Pd].C(=CC(C=CC1C=CC=CC=1)=O)C1C=CC=CC=1.C(=CC(C=CC1C=CC=CC=1)=O)C1C=CC=CC=1.C(=CC(C=CC1C=CC=CC=1)=O)C1C=CC=CC=1>[OH:1][C:2]1[C:11](=[O:12])[C:10]2[C:5](=[CH:6][C:7]([N:28]3[CH2:33][CH2:32][O:31][CH2:30][CH2:29]3)=[CH:8][C:9]=2[OH:13])[O:4][C:3]=1[C:22]1[CH:23]=[CH:24][CH:25]=[CH:26][CH:27]=1 |f:3.4.5.6,8.9.10.11.12|. Reported procedure: A solution of trifluoromethanesulfonic acid 3,5-dihydroxy-4-oxo-2-phenyl-4H-chromen-7-yl ester (90 mg, 0.224 mmol), morpholine (0.024 mL, 0.269 mmol), tris(dibenzylideneacetone) dipalladium(0) (10 mg, 0.011 mmol), biphenyl-2-yl-di-tert-butyl-phosphane (13 mg, 0.045 mmol), and K3PO4 (67 mg, 0.314 mmol) in THF (1.2 mL) was capped and heated to 85° C. After 9 h, the reaction mixture was allowed to cool to room temperature, then filtered through a ½″ silica gel (60 Å) plug. The plug was washed with ... Reactants: O.C(C1=CC(=O)NC(=O)N1)(=O)O (orotic acid monohydrate), O.FC1=C(C(=O)O)NC(NC1=O)=O (5-fluoro-orotic acid monohydrate). Reaction conditions: temperature 260 celsius. Yields the product FC=1C(NC(NC1)=O)=O (5-fluorouracil). Reaction SMILES: O.C(O)(=O)C1NC(=O)NC(=O)C=1.O.[F:14][C:15]1[C:23](=[O:24])[NH:22][C:21](=[O:25])[NH:20][C:16]=1C(O)=O>>[F:14][C:15]1[C:23](=[O:24])[NH:22][C:21](=[O:25])[NH:20][CH:16]=1 |f:0.1,2.3|. Procedure: In the reaction, the conversion of the orotic acid monohydrate was 100% and the yield of 5-fluoro-orotic acid monohydrate was 85.0%. The crystals were heated at 260° C. under a reduced pressure of lower than 1 mmHg to perform the decarboxylation to obtain 22.5 g of 5-fluorouracil. The reactants are CN(C)CC1C(NN(C1)C1=CC=CC=C1)=O (4-dimethylaminomethyl-1-phenylpyrazolidin-3-one), C(C(=O)O)(=O)O (oxalic acid). Solvent: CC(=O)C (acetone). Yields the product hydrogen oxalate salt, C(C(=O)O)(=O)O.CN(C)CC1C(NN(C1)C1=CC=CC=C1)=O (4-dimethylaminomethyl-1-phenylpyrazolidin-3-one hydrogen oxalate). The yield is 73.0%. Reaction SMILES: [CH3:1][N:2]([CH2:4][CH:5]1[CH2:9][N:8]([C:10]2[CH:15]=[CH:14][CH:13]=[CH:12][CH:11]=2)[NH:7][C:6]1=[O:16])[CH3:3].[C:17]([OH:22])(=[O:21])[C:18]([OH:20])=[O:19]>CC(C)=O>[C:17]([OH:22])(=[O:21])[C:18]([OH:20])=[O:19].[CH3:3][N:2]([CH2:4][CH:5]1[CH2:9][N:8]([C:10]2[CH:11]=[CH:12][CH:13]=[CH:14][CH:15]=2)[NH:7][C:6]1=[O:16])[CH3:1] |f:3.4|. Reported procedure: The hydrogen oxalate salt was prepared by mixing the pyrazolidinone and oxalic acid in acetone solution. This gave a white solid which was recrystallised from ethanol to give colourless crystals of 4-dimethylaminomethyl-1-phenylpyrazolidin-3-one hydrogen oxalate (73% melting point 128°-9° C). Reagents/catalysts: [Br-].C(CCC)[N+](CCCC)(CCCC)CCCC (tetrabutylammonium bromide), C(C)(=O)[O-].[Pd+2].C(C)(=O)[O-] (palladium acetate). Reaction conditions: temperature 130 celsius, time 9 hour. Run in O (water). Reported procedure: A mixed solution of 2 g of 1,6-dibromopyrene, 2 g of 4-methyl-1-naphthaleneboronic acid, 2.9 g of tripotassium phosphate, 0.59 g of tetrabutylammonium bromide, 40 mg of palladium acetate and 100 ml of dimethylformamide was heated and stirred under a nitrogen gas stream at 130° C. for 9 hours. The solution was cooled to room temperature and 500 ml of water was poured into the solution, followed by extraction with 200 ml of dichloromethane. The organic layer was washed twice with 100 ml of water, ... Reactants: BrC1=CC=C2C=CC3=C(C=CC4=CC=C1C2=C34)Br (1,6-dibromopyrene), CC1=CC=C(C2=CC=CC=C12)B(O)O (4-methyl-1-naphthaleneboronic acid), P(=O)([O-])([O-])[O-].[K+].[K+].[K+] (tripotassium phosphate), CN(C=O)C (dimethylformamide). The yield is 126.8%. As a reaction SMILES: Br[C:2]1[C:15]2[C:16]3=[C:17]4[C:12](=[CH:13][CH:14]=2)[CH:11]=[CH:10][C:9](Br)=[C:8]4[CH:7]=[CH:6][C:5]3=[CH:4][CH:3]=1.[CH3:19][C:20]1[C:29]2[C:24](=[CH:25][CH:26]=[CH:27][CH:28]=2)[C:23](B(O)O)=[CH:22][CH:21]=1.P([O-])([O-])([O-])=O.[K+].[K+].[K+].CN(C)C=O>[Br-].C([N+](CCCC)(CCCC)CCCC)CCC.C([O-])(=O)C.[Pd+2].C([O-])(=O)C.O>[CH3:19][C:20]1[C:29]2[C:24](=[CH:25][CH:26]=[CH:27][CH:28]=2)[C:23]([C:2]2[C:15]3[C:16]4=[C:17]5[C:12](=[CH:13][CH:14]=3)[CH:11]=[CH:10][C:9]([C:2]3[C:15]6[C:16](=[CH:17][CH:12]=[CH:13][CH:14]=6)[C:5]([CH3:6])=[CH:4][CH:3]=3)=[C:8]5[CH:7]=[CH:6][C:5]4=[CH:4][CH:3]=2)=[CH:22][CH:21]=1 |f:2.3.4.5,7.8,9.10.11|. Yields the product CC1=CC=C(C2=CC=CC=C12)C1=CC=C2C=CC3=C(C=CC4=CC=C1C2=C34)C3=CC=C(C4=CC=CC=C34)C (1,6-di(4-methylnaphthalen-1-yl)pyrene).